This data is from the Open Reaction Database (ORD), a public repository of structured organic reaction records. The task is: describe an organic reaction: reactants, conditions, products, and yield Reactants: NC1=CC=C(C=C1)C=1C(CC(NN1)=O)C (6-(p-aminophenyl)-4,5-dihydro-5-methyl-3(2H)-pyridazinone), ClC(=O)OCC(C)OC (2-methoxypropyl chloroformate). Solvent: O1CCCC1 (tetrahydrofuran). Conditions: temperature 60 celsius. Product: COC(COC(=O)NC1=CC=C(C=C1)C=1C(CC(NN1)=O)C)C (4,5-dihydro-6-[p-(2-methoxypropoxycarbonylamino)-phenyl]-5-methyl-3(2H)-pyridazinone). The yield is 72.6%. RXN SMILES: [NH2:1][C:2]1[CH:7]=[CH:6][C:5]([C:8]2[CH:9]([CH3:15])[CH2:10][C:11](=[O:14])[NH:12][N:13]=2)=[CH:4][CH:3]=1.Cl[C:17]([O:19][CH2:20][CH:21]([O:23][CH3:24])[CH3:22])=[O:18]>O1CCCC1>[CH3:24][O:23][CH:21]([CH3:22])[CH2:20][O:19][C:17]([NH:1][C:2]1[CH:7]=[CH:6][C:5]([C:8]2[CH:9]([CH3:15])[CH2:10][C:11](=[O:14])[NH:12][N:13]=2)=[CH:4][CH:3]=1)=[O:18]. Procedure details: 5.0 g (24.6 millimoles) of 6-(p-aminophenyl)-4,5-dihydro-5-methyl-3(2H)-pyridazinone are dissolved in 150 ml of absolute tetrahydrofuran by heating to 60° C., with stirring. The solution is allowed to cool to room temperature, 5.6 g (36.7 millimoles) of 2-methoxypropyl chloroformate are added and the mixture is then stirred for 14 hours under reflux. It is concentrated, water is added and the product is filtered off and recrystallized from dimethylformamide/water, giving 5.7 g (73% of theory) of... Starting materials: NC=1C=C(C=CC1NC1=CC(=CC=C1)Br)C(C)=O (1-[3-amino-4-(3-bromo-phenylamino)-phenyl]-ethanone), C(OCC)(OCC)OCC (triethyl orthoformate), C1(=CC=C(C=C1)S(=O)(=O)O)C (p-toluenesulfonic acid). Run in C1CCOC1 (THF). Yields the product BrC=1C=C(C=CC1)N1C=NC2=C1C=CC(=C2)C(C)=O (1-[1-(3-Bromo-phenyl)-1H-benzoimidazol-5-yl]-ethanone). RXN SMILES: [NH2:1][C:2]1[CH:3]=[C:4]([C:16](=[O:18])[CH3:17])[CH:5]=[CH:6][C:7]=1[NH:8][C:9]1[CH:14]=[CH:13][CH:12]=[C:11]([Br:15])[CH:10]=1.[CH:19](OCC)(OCC)OCC.C1(C)C=CC(S(O)(=O)=O)=CC=1>C1COCC1>[Br:15][C:11]1[CH:10]=[C:9]([N:8]2[C:7]3[CH:6]=[CH:5][C:4]([C:16](=[O:18])[CH3:17])=[CH:3][C:2]=3[N:1]=[CH:19]2)[CH:14]=[CH:13][CH:12]=1. Procedure details: This was prepared from 1-[3-amino-4-(3-bromo-phenylamino)-phenyl]-ethanone (86.5 g, 0.28 mol) by treatment with triethyl orthoformate in THF in the presence of p-toluenesulfonic acid as described in Example 1. The reactants are O1C(CCCC1)N1C(C(C1CCOC1OCCCC1)NC(CC1=CC=CC=C1)=O)=O (1-(2-tetrahydropyranyl)-3-phenylacetamido-4-[2-(2-tetrahydropyranyl)oxyethyl]-2-azetidinone), O.C1(=CC=C(C=C1)S(=O)(=O)O)C (p-toluenesulfonic acid monohydrate), P(=O)([O-])([O-])[O-] (phosphate). Run in CO (methanol). Reaction conditions: time 2 hour. The product is C1(=CC=CC=C1)CC(=O)NC1C(NC1CCO)=O (3-phenylacetamido-4-(2-hydroxyethyl)-2-azetidinone). Reaction SMILES: O1CCCCC1[N:7]1[CH:10]([CH2:11][CH2:12][O:13]C2CCCCO2)[CH:9]([NH:20][C:21](=[O:29])[CH2:22][C:23]2[CH:28]=[CH:27][CH:26]=[CH:25][CH:24]=2)[C:8]1=[O:30].O.C1(C)C=CC(S(O)(=O)=O)=CC=1.P([O-])([O-])([O-])=O>CO>[C:23]1([CH2:22][C:21]([NH:20][CH:9]2[CH:10]([CH2:11][CH2:12][OH:13])[NH:7][C:8]2=[O:30])=[O:29])[CH:28]=[CH:27][CH:26]=[CH:25][CH:24]=1 |f:1.2|. Reported procedure: A solution of 1-(2-tetrahydropyranyl)-3-phenylacetamido-4-[2-(2-tetrahydropyranyl)oxyethyl]-2-azetidinone in methanol at 25° C. is treated with 0.1 molar equivalent of p-toluenesulfonic acid monohydrate. The solution is stirred for a period of 2 hours and then neutralized with 1 M pH 7 phosphate buffer. The product is extracted into ethyl acetate. The ethyl acetate solution is washed with brine, dried over magnesium sulfate and filtered. The filtrate is evaporated under reduced pressure to give ... Reactants: CS(=O)(=O)O, Cc1cc(C)cc(N)c1, CC(=O)O, [Cl-], Cl, N, [Na+], O=[N+]([O-])[O-]. The product is Cc1cc(C)cc(Cl)c1. RXN SMILES: [CH3:10][S:11](=[O:12])(=[O:13])[OH:14].[CH3:1][c:2]1[cH:3][c:4]([NH2:5])[cH:6][c:7]([CH3:9])[cH:8]1.[CH3:22][C:23](=[O:24])[OH:25].[Cl-:20].[ClH:26].[NH3:21].[Na+:15].[O-:16][N+:17](=[O:18])[O-:19]>>[CH3:1][c:2]1[cH:3][c:4]([Cl:20])[cH:6][c:7]([CH3:9])[cH:8]1.